This data is from the Open Reaction Database (ORD), a public repository of structured organic reaction records. The task is: describe an organic reaction: reactants, conditions, products, and yield The reactants are Cc1occc1CO, CCOCC, Oc1ccc(-c2ccccc2)cc1, c1ccc(P(c2ccccc2)c2ccccc2)cc1. Yields the product Cc1occc1COc1ccc(-c2ccccc2)cc1. RXN SMILES: [CH3:1][c:2]1[o:3][cH:4][cH:5][c:6]1[CH2:7][OH:8].[CH3:41][CH2:42][O:43][CH2:44][CH3:45].[OH:28][c:29]1[cH:30][cH:31][c:32](-[c:35]2[cH:36][cH:37][cH:38][cH:39][cH:40]2)[cH:33][cH:34]1.[c:9]1([P:10]([c:11]2[cH:12][cH:13][cH:14][cH:15][cH:16]2)[c:17]2[cH:18][cH:19][cH:20][cH:21][cH:22]2)[cH:23][cH:24][cH:25][cH:26][cH:27]1>>[CH3:1][c:2]1[o:3][cH:4][cH:5][c:6]1[CH2:7][O:8][c:29]1[cH:30][cH:31][c:32](-[c:35]2[cH:36][cH:37][cH:38][cH:39][cH:40]2)[cH:33][cH:34]1. The reactants are ClC1=NC=C(C(=N1)NC1=CC2=C(C=C1)OCCO2)F (2-chloro-N4-(3,4-ethylenedioxyphenyl)-5-fluoro-4-pyrimidineamine), ClC1=NC=C(C(=N1)Cl)F (2,4-dichloro-5-fluoropyrimidine), NC=1C=C(CO)C=CC1 (3-aminobenzylalcohol). The product is ClC1=NC=C(C(=N1)NC1=CC(=CC=C1)CO)F (2-chloro-5-fluoro-N4-[3-(hydroxymethyl)phenyl]-4-pyrimidineamine). RXN SMILES: [Cl:1][C:2]1[N:7]=[C:6]([NH:8][C:9]2[CH:14]=[CH:13][C:12]3OCCO[C:11]=3[CH:10]=2)[C:5]([F:19])=[CH:4][N:3]=1.ClC1N=C(Cl)C(F)=CN=1.NC1C=C(C=CC=1)[CH2:33][OH:34]>>[Cl:1][C:2]1[N:7]=[C:6]([NH:8][C:9]2[CH:14]=[CH:13][CH:12]=[C:11]([CH2:33][OH:34])[CH:10]=2)[C:5]([F:19])=[CH:4][N:3]=1. Procedure: In a manner similar to the preparation of 2-chloro-N4-(3,4-ethylenedioxyphenyl)-5-fluoro-4-pyrimidineamine, 2,4-dichloro-5-fluoropyrimidine and 3-aminobenzylalcohol were reacted to yield 2-chloro-5-fluoro-N4-[3-(hydroxymethyl)phenyl]-4-pyrimidineamine. 1H NMR (CDCl3): δ 8.45 (bs, 1H), 7.96 (d, 1H, J=2.9 Hz), 7.65 (d, 1H, J=8.2 Hz), 7.34 (s, 1H), 7.31 (t, 1H, J=8.2 Hz), 7.07 (d, 1H, J=8.2), 4.52 (s, 2H)); 19F NMR (CDCl3): −44394 (s, 1F); LCMS: ret. time: 20.29 min.; purity: 100%; MS (m/e): 254 (M... Starting materials: CCc1nc2cc3c(c(C)c2o1)CCNCC3, Cc1ccc2c(-c3nnc(SCCCCl)n3C)cccc2n1. The product is CCc1nc2cc3c(c(C)c2o1)CCN(CCCSc1nnc(-c2cccc4nc(C)ccc24)n1C)CC3, Cl. As a reaction SMILES: [CH2:1]([CH3:2])[c:3]1[o:4][c:5]2[c:6]([CH3:17])[c:7]3[c:8]([cH:14][c:15]2[n:16]1)[CH2:9][CH2:10][NH:11][CH2:12][CH2:13]3.[Cl:18][CH2:19][CH2:20][CH2:21][S:22][c:23]1[n:24]([CH3:39])[c:25](-[c:28]2[c:29]3[cH:30][cH:31][c:32]([CH3:38])[n:33][c:34]3[cH:35][cH:36][cH:37]2)[n:26][n:27]1>>[CH2:1]([CH3:2])[c:3]1[o:4][c:5]2[c:6]([CH3:17])[c:7]3[c:8]([cH:14][c:15]2[n:16]1)[CH2:9][CH2:10][N:11]([CH2:19][CH2:20][CH2:21][S:22][c:23]1[n:24]([CH3:39])[c:25](-[c:28]2[c:29]4[cH:30][cH:31][c:32]([CH3:38])[n:33][c:34]4[cH:35][cH:36][cH:37]2)[n:26][n:27]1)[CH2:12][CH2:13]3.[ClH:18].